The task is: describe an organic reaction: reactants, conditions, products, and yield. This data is from the Open Reaction Database (ORD), a public repository of structured organic reaction records. RXN SMILES: [CH3:26][OH:27].[O:1]1[CH:2]2[CH:3]1[CH2:4][CH:5]1[CH2:6][CH2:7][CH:8]3[CH:9]4[CH2:10][CH2:11][CH:12]([C:22](=[O:23])[O:24][CH3:25])[C:13]4([CH3:14])[CH2:15][C:16](=[O:21])[CH:17]3[C:18]1([CH3:20])[CH2:19]2.[OH2:33].[S:28](=[O:29])(=[O:30])([OH:31])[OH:32]>>[OH:1][CH:3]1[CH:2]([O:27][CH3:26])[CH2:19][C:18]2([CH3:20])[CH:5]([CH2:4]1)[CH2:6][CH2:7][CH:8]1[CH:9]3[CH2:10][CH2:11][CH:12]([C:22](=[O:23])[O:24][CH3:25])[C:13]3([CH3:14])[CH2:15][C:16](=[O:21])[CH:17]12. The product is COC(=O)C1CCC2C3CCC4CC(O)C(OC)CC4(C)C3C(=O)CC12C. Reactants: CO, COC(=O)C1CCC2C3CCC4CC5OC5CC4(C)C3C(=O)CC12C, O, O=S(=O)(O)O. Reactants: CC(C)(C)OC(=O)Nc1cccc(CCl)c1, CCO, NN, O. Product: CC(C)(C)OC(=O)Nc1cccc(CNN)c1. As a reaction SMILES: [C:4]([CH3:5])([CH3:6])([CH3:7])[O:8][C:9](=[O:10])[NH:11][c:12]1[cH:13][c:14]([CH2:15][Cl:16])[cH:17][cH:18][cH:19]1.[CH3:20][CH2:21][OH:22].[NH2:2][NH2:3].[OH2:1]>>[NH:2]([NH2:3])[CH2:15][c:14]1[cH:13][c:12]([NH:11][C:9]([O:8][C:4]([CH3:5])([CH3:6])[CH3:7])=[O:10])[cH:19][cH:18][cH:17]1.